This data is from the Open Reaction Database (ORD), a public repository of structured organic reaction records. The task is: describe an organic reaction: reactants, conditions, products, and yield The reactants are C(C1=CC=CC=C1)N1C[C@H](O[C@H](C1)C)C(F)(F)F (N-benzyl-cis-2-trifluoromethyl-6-methylmorpholine), [H][H] (hydrogen). The reagents and catalysts are [Pd] (Pd/C). The solvent is CO (methanol). Product: FC([C@@H]1CNC[C@@H](O1)C)(F)F (Cis-2-trifluoromethyl-6-methylmorpholine). Yield: 76.7%. RXN SMILES: C([N:8]1[CH2:13][C@H:12]([CH3:14])[O:11][C@H:10]([C:15]([F:18])([F:17])[F:16])[CH2:9]1)C1C=CC=CC=1.[H][H]>CO.[Pd]>[F:18][C:15]([F:16])([F:17])[C@H:10]1[O:11][C@@H:12]([CH3:14])[CH2:13][NH:8][CH2:9]1. Procedure details: N-benzyl-cis-2-trifluoromethyl-6-methylmorpholine [679839-97-5] (6.2 g, 23.91 mmol) was added to a suspension of Pd/C 10% (1 g) in methanol (150 mL). The reaction mixture was stirred at room temperature under a hydrogen atmosphere until 1 equivalent of hydrogen was absorbed. The catalyst was removed by filtration over diatomaceous earth. The solvent was evaporated, yielding 3.1 g (77%) of Intermediate 29 as an oil that was used without further purification. RXN SMILES: [C:10]([CH3:11])([CH3:12])([CH3:13])[CH:14]([CH:15]([c:16]1[cH:17][c:18]([F:24])[c:19]([F:23])[c:20]([F:22])[cH:21]1)[NH:25][O:26][SiH:27]([c:28]1[cH:29][cH:30][cH:31][cH:32][cH:33]1)[c:34]1[cH:35][cH:36][cH:37][cH:38][cH:39]1)[CH3:40].[CH2:1]([O:2][CH2:3][CH3:4])[CH3:5].[CH2:47]([Cl:48])[Cl:49].[CH2:6]1[CH:7]([CH3:8])[O:9]1.[Cl+3:41]([O-:42])([O-:43])([O-:44])[O-:45].[Li+:46]>>[CH2:6]([CH:7]([CH3:8])[OH:9])[N:25]([CH:15]([CH:14]([C:10]([CH3:11])([CH3:12])[CH3:13])[CH3:40])[c:16]1[cH:17][c:18]([F:24])[c:19]([F:23])[c:20]([F:22])[cH:21]1)[O:26][SiH:27]([c:28]1[cH:29][cH:30][cH:31][cH:32][cH:33]1)[c:34]1[cH:35][cH:36][cH:37][cH:38][cH:39]1. Yields the product CC(O)CN(O[SiH](c1ccccc1)c1ccccc1)C(c1cc(F)c(F)c(F)c1)C(C)C(C)(C)C. The reactants are CC(C(NO[SiH](c1ccccc1)c1ccccc1)c1cc(F)c(F)c(F)c1)C(C)(C)C, CCOCC, ClCCl, CC1CO1, [O-][Cl+3]([O-])([O-])[O-], [Li+]. The reactants are ClC=1C=C(C=CC1Cl)C(O)CC1=CC=CC=C1 (3,4-dichlorophenyl benzyl carbinol), CC(=O)C (acetone), chromic anhydride, S(O)(O)(=O)=O (sulfuric acid). Run in O (water). Reaction conditions: temperature 0 celsius, time 15 minute. The product is C(C1=CC=CC=C1)C(=O)C1=CC(=C(C=C1)Cl)Cl (3,4-dichlorophenyl benzyl ketone). As a reaction SMILES: [Cl:1][C:2]1[CH:3]=[C:4]([CH:9]([CH2:11][C:12]2[CH:17]=[CH:16][CH:15]=[CH:14][CH:13]=2)[OH:10])[CH:5]=[CH:6][C:7]=1[Cl:8].CC(C)=O.S(=O)(=O)(O)O>O>[CH2:11]([C:9]([C:4]1[CH:5]=[CH:6][C:7]([Cl:8])=[C:2]([Cl:1])[CH:3]=1)=[O:10])[C:12]1[CH:13]=[CH:14][CH:15]=[CH:16][CH:17]=1. Procedure: In a 500 ml round bottomed flask was placed 75 g of crude 3,4-dichlorophenyl benzyl carbinol and 300 ml of acetone. The reaction mixture was cooled to 0° C. and a solution of 20 g of chromic anhydride and 17.25 ml of concentrated sulfuric acid in 60 ml of water was added at a rate to keep the internal temperature below 5° C. After stirring an additional 15 minutes, the reaction was quenched with 10 ml of isopropanol and partitioned between ethyl ether and water. The organic layer was washed with... The reactants are O=C([O-])[O-], CC1CCCNC1, CN(C)C=O, O=C1CCC(c2ccc(OCCCCl)cc2)CC1, [I-], [K+], [K+], [K+], O=C([O-])C(O)c1ccccc1. Yields the product CC1CCCN(CCCOc2ccc(C3CCC(=O)CC3)cc2)C1. RXN SMILES: [C:37](=[O:38])([O-:39])[O-:40].[CH3:1][CH:2]1[CH2:3][NH:4][CH2:5][CH2:6][CH2:7]1.[CH3:45][N:46]([CH3:47])[CH:48]=[O:49].[Cl:19][CH2:20][CH2:21][CH2:22][O:23][c:24]1[cH:25][cH:26][c:27]([CH:30]2[CH2:31][CH2:32][C:33](=[O:36])[CH2:34][CH2:35]2)[cH:28][cH:29]1.[I-:44].[K+:41].[K+:42].[K+:43].[OH:8][CH:9]([c:10]1[cH:11][cH:12][cH:13][cH:14][cH:15]1)[C:16](=[O:17])[O-:18]>>[CH3:1][CH:2]1[CH2:3][N:4]([CH2:20][CH2:21][CH2:22][O:23][c:24]2[cH:25][cH:26][c:27]([CH:30]3[CH2:31][CH2:32][C:33](=[O:36])[CH2:34][CH2:35]3)[cH:28][cH:29]2)[CH2:5][CH2:6][CH2:7]1.